From a dataset of the Open Reaction Database (ORD), a public repository of structured organic reaction records. describe an organic reaction: reactants, conditions, products, and yield The reactants are CON(C(=O)C=1C(=NN(C1)C)OCC1=CC(=C(C=C1)OCC=1N=C(OC1C)C1=CC=CC=C1)OC)C (N-methoxy-N-methyl-3-{[3-methoxy-4-(5-methyl-2-phenyl-1,3-oxazol-4-ylmethoxy)benzyl]oxy}-1-methyl-1H-pyrazole-4-carboxamide), C[Mg]Br (methylmagnesium bromide), Cl (hydrochloric acid). Solvent: O1CCCC1 (tetrahydrofuran). Run at time 2 hour. The product is COC=1C=C(COC2=NN(C=C2C(C)=O)C)C=CC1OCC=1N=C(OC1C)C1=CC=CC=C1 (1-(3-{[3-methoxy-4-(5-methyl-2-phenyl-1,3-oxazol-4-ylmethoxy)benzyl]oxy}-1-methyl-1H-pyrazol-4-yl)ethanone). Yield: 97.0%. Reaction SMILES: CON(C)[C:4]([C:6]1[C:7]([O:12][CH2:13][C:14]2[CH:19]=[CH:18][C:17]([O:20][CH2:21][C:22]3[N:23]=[C:24]([C:28]4[CH:33]=[CH:32][CH:31]=[CH:30][CH:29]=4)[O:25][C:26]=3[CH3:27])=[C:16]([O:34][CH3:35])[CH:15]=2)=[N:8][N:9]([CH3:11])[CH:10]=1)=[O:5].[CH3:37][Mg]Br.Cl>O1CCCC1>[CH3:35][O:34][C:16]1[CH:15]=[C:14]([CH:19]=[CH:18][C:17]=1[O:20][CH2:21][C:22]1[N:23]=[C:24]([C:28]2[CH:33]=[CH:32][CH:31]=[CH:30][CH:29]=2)[O:25][C:26]=1[CH3:27])[CH2:13][O:12][C:7]1[C:6]([C:4](=[O:5])[CH3:37])=[CH:10][N:9]([CH3:11])[N:8]=1. Reported procedure: To a solution of N-methoxy-N-methyl-3-{[3-methoxy-4-(5-methyl-2-phenyl-1,3-oxazol-4-ylmethoxy)benzyl]oxy}-1-methyl-1H-pyrazole-4-carboxamide (3.00 g) in tetrahydrofuran (30 mL) was slowly added methylmagnesium bromide (1.0 M tetrahydrofuran solution, 15 mL) at 0° C., and the mixture was stirred at room temperature for 2 hrs. The reaction mixture was poured into dilute hydrochloric acid, and the mixture was extracted with ethyl acetate. The ethyl acetate layer was washed with saturated brine, dri... Starting materials: NC1=C(C=CC=C1)SC(C(C(=O)N)O)C1=CC=C(C=C1)OC (3-(2-aminophenylthio)-2-hydroxy-3-(4-methoxyphenyl)propionamide), O.C1(=CC=C(C=C1)S(=O)(=O)O)C (p-toluenesulfonic acid monohydrate), COC1=CC=C(C=C1)[C@H]1[C@H](C(=O)N)O1 ((2R,3S)-3-(4-methoxyphenyl)-2,3-epoxypropionamide), NC1=C(C=CC=C1)S (2-aminothiophenol), ferric chloride hexahydrate. The solvent is ClC1=CC=CC=C1 (chlorobenzene), CO (methanol). Yields the product O[C@@H]1[C@@H](SC2=C(NC1=O)C=CC=C2)C2=CC=C(C=C2)OC ((2S,3S)-2,3-dihydro-3-hydroxy-2-(4-methoxyphenyl)-1,5-benzothiazepin-4(5H)-one). Isolated yield 82.6%. Reaction SMILES: COC1C=CC([C@@H]2O[C@H]2C(N)=O)=CC=1.NC1C=CC=CC=1S.N[C:24]1[CH:29]=[CH:28][CH:27]=[CH:26][C:25]=1[S:30][CH:31]([C:37]1[CH:42]=[CH:41][C:40]([O:43][CH3:44])=[CH:39][CH:38]=1)[CH:32]([OH:36])[C:33]([NH2:35])=[O:34].O.C1(C)C=CC(S(O)(=O)=O)=CC=1>CO.ClC1C=CC=CC=1>[OH:36][C@H:32]1[C:33](=[O:34])[NH:35][C:24]2[CH:29]=[CH:28][CH:27]=[CH:26][C:25]=2[S:30][C@H:31]1[C:37]1[CH:42]=[CH:41][C:40]([O:43][CH3:44])=[CH:39][CH:38]=1 |f:3.4|. Procedure details: A mixture of (2R,3S)-3-(4-methoxyphenyl)-2,3-epoxypropionamide (3.86 g) and chlorobenzene (77 ml) is refluxed with heating under nitrogen atmosphere. When the reflux is started, a solution of 2-aminothiophenol (2.75 g) and ferric chloride hexahydrate (0.54 mg) in methanol (0.1 ml) is added immediately into the reaction mixture, and the mixture is reacted at the same temperature for 5 minutes. The reaction mixture is subjected to HPLC analysis* to confirm the production of 3-(2-aminophenylthio)-2... Reactants: ClCCl, CC(=O)Cl, CCN1CCC(c2cc(-c3ccncc3)c(-c3ccc(F)cc3)[nH]2)CC1, [Na+], [OH-], O. Product: CC(=O)N1CCC(c2cc(-c3ccncc3)c(-c3ccc(F)cc3)[nH]2)CC1. Reaction SMILES: [CH2:32]([Cl:33])[Cl:34].[CH3:27][C:28]([Cl:29])=[O:30].[F:1][c:2]1[cH:3][cH:4][c:5](-[c:8]2[nH:9][c:10]([CH:19]3[CH2:20][CH2:21][N:22]([CH2:25][CH3:26])[CH2:23][CH2:24]3)[cH:11][c:12]2-[c:13]2[cH:14][cH:15][n:16][cH:17][cH:18]2)[cH:6][cH:7]1.[Na+:36].[OH-:35].[OH2:31]>>[F:1][c:2]1[cH:3][cH:4][c:5](-[c:8]2[nH:9][c:10]([CH:19]3[CH2:20][CH2:21][N:22]([C:25]([CH3:26])=[O:30])[CH2:23][CH2:24]3)[cH:11][c:12]2-[c:13]2[cH:14][cH:15][n:16][cH:17][cH:18]2)[cH:6][cH:7]1. Starting materials: CC(C)(C)P(C(C)(C)C)C(C)(C)C, CCCCNCCCC, Cc1ccccc1, Cc1ccc(Cl)cc1. Yields the product CCCCN(CCCC)c1ccc(C)cc1. Reaction SMILES: [C:18]([P:19]([C:20]([CH3:21])([CH3:22])[CH3:23])[C:24]([CH3:25])([CH3:26])[CH3:27])([CH3:28])([CH3:29])[CH3:30].[CH2:9]([CH2:10][CH2:11][CH3:12])[NH:13][CH2:14][CH2:15][CH2:16][CH3:17].[CH3:31][c:32]1[cH:33][cH:34][cH:35][cH:36][cH:37]1.[Cl:1][c:2]1[cH:3][cH:4][c:5]([CH3:8])[cH:6][cH:7]1>>[c:2]1([N:13]([CH2:9][CH2:10][CH2:11][CH3:12])[CH2:14][CH2:15][CH2:16][CH3:17])[cH:3][cH:4][c:5]([CH3:8])[cH:6][cH:7]1. Starting materials: C1CCOC1 (THF), [Cl-].COC[P+](C1=CC=CC=C1)(C1=CC=CC=C1)C1=CC=CC=C1 (methoxymethyltriphenylphosphonium chloride), C1CCOC1 (THF), C(C)OC1(C(C(=C(C=C1)C1=C(C(=CC=C1)F)F)F)F)C=O (4-ethoxy-2,2′,3,3′-tetrafluorobiphenyl-4-carboaldehyde), CC(C)([O-])C.[K+] (Potassium t-butoxide). Run in O (water). Conditions: temperature -20 celsius, time 1 hour. Yields the product C(C)OC1=C(C(=C(C=C1)C1=C(C(=C(C=C1)C=COC)F)F)F)F (4-ethoxy-2,2′,3,3′-tetrafluoro-4′-(2-methoxyvinyl)biphenyl). The yield is 94.5%. RXN SMILES: C1[CH2:5][O:4][CH2:3][CH2:2]1.[Cl-].COC[P+](C1C=CC=CC=1)(C1C=CC=CC=1)C1C=CC=CC=1.CC(C)([O-])C.[K+].[CH2:35]([O:37][C:38]1(C=O)[CH:43]=[CH:42][C:41]([C:44]2[CH:49]=[CH:48][CH:47]=[C:46]([F:50])[C:45]=2[F:51])=[C:40]([F:52])[CH:39]1[F:53])[CH3:36]>O>[CH2:35]([O:37][C:38]1[CH:43]=[CH:42][C:41]([C:44]2[CH:49]=[CH:48][C:47]([CH:2]=[CH:3][O:4][CH3:5])=[C:46]([F:50])[C:45]=2[F:51])=[C:40]([F:52])[C:39]=1[F:53])[CH3:36] |f:1.2,3.4|. Reported procedure: THF (150 ml) was added to methoxymethyltriphenylphosphonium chloride (26.8 g) in a reaction vessel under an atmosphere of nitrogen and the solution was cooled to −20° C. Potassium t-butoxide (10.1 g) was added, and the stirring was continued for 1 hour. A THF (100 ml) solution of 4-ethoxy-2,2′,3,3′-tetrafluorobiphenyl-4-carboaldehyde (7) (17.9 g) prepared in the fifth step was added dropwise, and the stirring was continued for 1 hour. The reaction mixture was warmed to room temperature and water... Starting materials: BrC=1C=C2C(=C(C=NC2=CC1F)C(=O)C1CC1)Cl ((6-bromo-4-chloro-7-fluoroquinolin-3-yl)(cyclopropyl)methanone), CN([C@@H]1CC[C@H](CC1)N)C (trans-N1,N1-dimethylcyclohexane-1,4-diamine). The product is BrC=1C=C2C(=C(C=NC2=CC1F)C(=O)C1CC1)N[C@@H]1CC[C@H](CC1)N(C)C ({6-Bromo-4-[trans-4-(dimethylamino)cyclohexylamino]-7-fluoroquinolin-3-yl}(cyclopropyl)methanone). Isolated yield 54.2%. RXN SMILES: [Br:1][C:2]1[CH:3]=[C:4]2[C:9](=[CH:10][C:11]=1[F:12])[N:8]=[CH:7][C:6]([C:13]([CH:15]1[CH2:17][CH2:16]1)=[O:14])=[C:5]2Cl.[CH3:19][N:20]([CH3:28])[C@H:21]1[CH2:26][CH2:25][C@H:24]([NH2:27])[CH2:23][CH2:22]1>>[Br:1][C:2]1[CH:3]=[C:4]2[C:9](=[CH:10][C:11]=1[F:12])[N:8]=[CH:7][C:6]([C:13]([CH:15]1[CH2:17][CH2:16]1)=[O:14])=[C:5]2[NH:27][C@H:24]1[CH2:25][CH2:26][C@H:21]([N:20]([CH3:28])[CH3:19])[CH2:22][CH2:23]1. Reported procedure: Following general procedure C, (6-bromo-4-chloro-7-fluoroquinolin-3-yl)(cyclopropyl)methanone (297 mg, 0.900 mmol) was reacted with trans-N1,N1-dimethylcyclohexane-1,4-diamine (290 mg, 1.35 mmol) to afford the desired product (212 mg, 54%) as an off-white solid: ESI MS m/z 435 [C21H25BrFN3O+H]+. Reactants: ClCCl, OCC1COC(C(F)(F)Cl)(C(F)(F)Cl)O1, N#CO[Na], O=C(O)C(F)(F)F. Product: NC(=O)OCC1COC(C(F)(F)Cl)(C(F)(F)Cl)O1. Reaction SMILES: [CH2:27]([Cl:28])[Cl:29].[Cl:1][C:2]([C:3]1([C:10]([F:11])([F:12])[Cl:13])[O:4][CH2:5][CH:6]([CH2:8][OH:9])[O:7]1)([F:14])[F:15].[Na:16][O:17][C:18]#[N:19].[OH:20][C:21]([C:22]([F:23])([F:24])[F:25])=[O:26]>>[Cl:1][C:2]([C:3]1([C:10]([F:11])([F:12])[Cl:13])[O:4][CH2:5][CH:6]([CH2:8][O:9][C:18](=[O:17])[NH2:19])[O:7]1)([F:14])[F:15]. Starting materials: CC=1SC(=CC1S(=O)(=O)N)C (2,5-dimethyl-3-thiophenesulfonamide), Cl (HCl), [OH-].[Na+] (NaOH), ClC1=CC=C(C=C1)N=C=O (4-chlorophenyl isocyanate). The solvent is CC(=O)C (acetone). Product: ClC1=CC=C(C=C1)NC(=O)NS(=O)(=O)C1=C(SC(=C1)C)C (N-[[(4-chlorophenyl)amino]carbonyl]-2,5-dimethyl-3-thiophenesulfonamide). Reaction SMILES: [CH3:1][C:2]1[S:3][C:4]([CH3:11])=[CH:5][C:6]=1[S:7]([NH2:10])(=[O:9])=[O:8].[OH-].[Na+].[Cl:14][C:15]1[CH:20]=[CH:19][C:18]([N:21]=[C:22]=[O:23])=[CH:17][CH:16]=1.Cl>CC(C)=O>[Cl:14][C:15]1[CH:20]=[CH:19][C:18]([NH:21][C:22]([NH:10][S:7]([C:6]2[CH:5]=[C:4]([CH3:11])[S:3][C:2]=2[CH3:1])(=[O:9])=[O:8])=[O:23])=[CH:17][CH:16]=1 |f:1.2|. Procedure: The procedure of Example 4B was followed with 2,5-dimethyl-3-thiophenesulfonamide (1.73 g, 9.06 mmole), acetone (10 ml), 1N NaOH (9.1 ml), 4-chlorophenyl isocyanate (1.39 g, 9.0 mmole), 1N HCl (9.1 ml). The aqueous layer was extracted with two 100 ml aliquots of ethyl acetate, which were combined and washed with 50 ml of water. The organic layer was then dried over Na2SO4. The solvent was removed and the residue chromatographed using a mixture of 4% methanol/methylene chloride as the eluent over... The reactants are C1(=CC=CC2=CC=CC=C12)N=C=S (1-naphthalenylisothiocyanate), [N-]=[N+]=[N-].[Na+] (sodium azide), Cl (HCl). The solvent is C(C)O (ethanol). Run at temperature 79 celsius. The product is C1(=CC=CC2=CC=CC=C12)N1N=NN=C1S (1-(Naphthalen-1-yl)-1H-tetrazole-5-thiol). The yield is 85.0%. RXN SMILES: [C:1]1([N:11]=[C:12]=[S:13])[C:10]2[C:5](=[CH:6][CH:7]=[CH:8][CH:9]=2)[CH:4]=[CH:3][CH:2]=1.[N-:14]=[N+:15]=[N-:16].[Na+].Cl>C(O)C>[C:1]1([N:11]2[C:12]([SH:13])=[N:16][N:15]=[N:14]2)[C:10]2[C:5](=[CH:6][CH:7]=[CH:8][CH:9]=2)[CH:4]=[CH:3][CH:2]=1 |f:1.2|. Procedure details: To a solution of 1-naphthalenylisothiocyanate (500 mg, 2.7 mmol) in ethanol (150 mL) was added sodium azide (2.8 g, 43 mmol) and the mixture was heated to 79° C. for 2 hours. The reaction mixture was then cooled to room temperature, aqueous HCl solution (12N, 1.5 mL) added and the mixture concentrated. The resulting residue was diluted with ethyl acetate and extracted with aqueous NaOH solution (1N) and the aqueous layer acidified with aqueous HCl solution (12N) until a precipitate formed. The p... Solvent: ClCCl (dichloromethane), ClCCl (dichloromethane). Starting materials: P(OC1=CC=CC=C1)(OC1=CC=CC=C1)OC1=CC=CC=C1 (triphenyl phosphite), COC(CN(C1=NC=C(C(=O)OC)C=C1[N+](=O)[O-])C)=O (Methyl 6-((2-methoxy-2-oxoethyl)(methyl)amino)-5-nitronicotinate), [H][H] (hydrogen). Procedure: Methyl 6-((2-methoxy-2-oxoethyl)(methyl)amino)-5-nitronicotinate (2.7 g, 9.53 mmol) was dissolved in dichloromethane (10 mL). To the yellow solution was added ammonium metavanadate (30.0 mg, 0.256 mmol), triphenyl phosphite (aprox 30 ul, 0.097 mmol), and Pt/C (300 mg, 5% w/w). The reaction mixture was pressurized with hydrogen gas (110 psi) and stirred at room temperature for 16 h. The reaction was then depressurized and diluted with dichloromethane (100 mL) which was then refluxed for 30 min. T... Isolated yield 68.8%. Reagents/catalysts: [NH4+].[O-][V](=O)=O (ammonium metavanadate), [Pt] (Pt/C). Product: CN1C2=C(NC(C1)=O)C=C(C=N2)C(=O)OC (Methyl 4-methyl-2-oxo-1,2,3,4-tetrahydropyrido[2,3-b]pyrazine-7-carboxylate). Reaction SMILES: C[O:2][C:3](=O)[CH2:4][N:5]([CH3:19])[C:6]1[C:15]([N+:16]([O-])=O)=[CH:14][C:9]([C:10]([O:12][CH3:13])=[O:11])=[CH:8][N:7]=1.P(OC1C=CC=CC=1)(OC1C=CC=CC=1)OC1C=CC=CC=1.[H][H]>ClCCl.[NH4+].[O-][V](=O)=O.[Pt]>[CH3:19][N:5]1[CH2:4][C:3](=[O:2])[NH:16][C:15]2[CH:14]=[C:9]([C:10]([O:12][CH3:13])=[O:11])[CH:8]=[N:7][C:6]1=2 |f:4.5|. Reaction conditions: time 16 hour.